From a dataset of the Open Reaction Database (ORD), a public repository of structured organic reaction records. describe an organic reaction: reactants, conditions, products, and yield Starting materials: COC(=O)C=1N(C=C(C1)B1OC(C(O1)(C)C)(C)C)S(=O)(=O)C1=C(C=C(C=C1C)C)C (4-(4,4,5,5-tetramethyl-[1,3,2]dioxaborolan-2-yl)-1-(2,4,6-trimethyl-benzenesulfonyl)-1H-pyrrole-2-carboxylic acid methyl ester), ClC1=NC(=NC=N1)NC1=CC=CC=C1 ((4-chloro-[1,3,5]triazin-2-yl)-phenyl-amine), tetrakistriphenylphosphine palladium, C([O-])([O-])=O.[Na+].[Na+] (sodium carbonate), CO (methanol). Solvent: C1=CC=CC=C1 (benzene), C(C)(=O)OCC (ethyl acetate). Conditions: temperature 80 celsius. The product is COC(=O)C=1N(C=C(C1)C1=NC=NC(=N1)NC1=CC=CC=C1)S(=O)(=O)C1=C(C=C(C=C1C)C)C (4-(4-Phenylamino-[1,3,5]triazin-2-yl)-1-(2,4,6-trimethyl-benzenesulfonyl)-1H-pyrrole-2-carboxylic acid methyl ester). The yield is 33.9%. As a reaction SMILES: [CH3:1][O:2][C:3]([C:5]1[N:6]([S:19]([C:22]2[C:27]([CH3:28])=[CH:26][C:25]([CH3:29])=[CH:24][C:23]=2[CH3:30])(=[O:21])=[O:20])[CH:7]=[C:8](B2OC(C)(C)C(C)(C)O2)[CH:9]=1)=[O:4].Cl[C:32]1[N:37]=[CH:36][N:35]=[C:34]([NH:38][C:39]2[CH:44]=[CH:43][CH:42]=[CH:41][CH:40]=2)[N:33]=1.C(=O)([O-])[O-].[Na+].[Na+].CO>C(OCC)(=O)C.C1C=CC=CC=1>[CH3:1][O:2][C:3]([C:5]1[N:6]([S:19]([C:22]2[C:27]([CH3:28])=[CH:26][C:25]([CH3:29])=[CH:24][C:23]=2[CH3:30])(=[O:20])=[O:21])[CH:7]=[C:8]([C:36]2[N:35]=[C:34]([NH:38][C:39]3[CH:44]=[CH:43][CH:42]=[CH:41][CH:40]=3)[N:33]=[CH:32][N:37]=2)[CH:9]=1)=[O:4] |f:2.3.4|. Procedure details: In a 10 mL flask was added 4-(4,4,5,5-tetramethyl-[1,3,2]dioxaborolan-2-yl)-1-(2,4,6-trimethyl-benzenesulfonyl)-1H-pyrrole-2-carboxylic acid methyl ester (1.0 equivalent, 0.34 mmol, 149 mg), (4-chloro-[1,3,5]triazin-2-yl)-phenyl-amine (1.1 equivalent, 0.37 mmol, 78 mg), tetrakistriphenylphosphine palladium (0.2 equivalent, 0.07 mmol, 80 mg), sodium carbonate (1 mL, 2 N), methanol (1 mL) and benzene (5 mL). The resulting mixture was heated at 80° C. for 2 hours then diluted in ethyl acetate and w...